Dataset: the Open Reaction Database (ORD), a public repository of structured organic reaction records. Task: describe an organic reaction: reactants, conditions, products, and yield Reaction SMILES: [CH3:1][O:2][C:3]1[CH:4]=[C:5]([CH:9]=[CH:10][CH:11]=1)[CH2:6][CH2:7]O.P(Br)(Br)[Br:13]>C(Cl)Cl>[CH3:1][O:2][C:3]1[CH:4]=[C:5]([CH:9]=[CH:10][CH:11]=1)[CH2:6][CH2:7][Br:13]. Product: COC=1C=C(CCBr)C=CC1 (3-methoxyphenethyl bromide). The yield is 130.5%. Solvent: C(Cl)Cl (methylene chloride), C(Cl)Cl (methylene chloride). Reactants: P(Br)(Br)Br (phosphorus tribromide), COC=1C=C(CCO)C=CC1 (3-methoxyphenethyl alcohol). Procedure details: To a cold solution of 3-methoxyphenethyl alcohol (7.55 g, 50 mmol) in 20 ml of dry (sieves) methylene chloride, a solution of phosphorus tribromide (7 g, 26 mmol) in 20 ml of methylene chloride was slowly added under nitrogen. The reaction mixture was permitted to warm to ambient temperature overnight. The reaction was then quenched in ice/water slowly and the resulting solution neutralized with 5N NaOH and then extracted with methylene chloride. The combined extracts were washed with water and ... The reactants are COC(=O)C1(CCCC1)C=O (1-formyl-cyclopentanecarboxylic acid methyl ester), C(C)(=O)[O-].[Na+] (sodium acetate), Cl.C(C1=CC=CC=C1)ON (O-benzylhydroxylamine hydrochloride). The solvent is CO (methanol). Yields the product COC(=O)C1(CCCC1)C=NOCC1=CC=CC=C1 (1-(Benzyloxyimino-Methyl)-Cyclopentanecarboxylic Acid Methyl Ester). Isolated yield 43.7%. As a reaction SMILES: [CH3:1][O:2][C:3]([C:5]1([CH:10]=O)[CH2:9][CH2:8][CH2:7][CH2:6]1)=[O:4].C([O-])(=O)C.[Na+].Cl.[CH2:18]([O:25][NH2:26])[C:19]1[CH:24]=[CH:23][CH:22]=[CH:21][CH:20]=1>CO>[CH3:1][O:2][C:3]([C:5]1([CH:10]=[N:26][O:25][CH2:18][C:19]2[CH:24]=[CH:23][CH:22]=[CH:21][CH:20]=2)[CH2:6][CH2:7][CH2:8][CH2:9]1)=[O:4] |f:1.2,3.4|. Procedure: A mixture of 1-formyl-cyclopentanecarboxylic acid methyl ester (3.1 g, 19.8 mmol), sodium acetate (2.74 g, 39.72 mmol) and O-benzylhydroxylamine hydrochloride (6.34 g, 39.7 mmol) were stirred in methanol (120 mL) for 18 h. The methanol was removed in vacuo and the residue partitioned between water and EtOAc. The aqueous phase was extracted with EtOAc (50 mL×2). The combined organic extracts were dried (MgSO4) and were evaporated in vacuo. Purification by flash column chromatography using an elut... Starting materials: CCN=C=NCCCN(C)C.Cl (EDC.HCl), CCN(C(C)C)C(C)C (DIPEA), FC(C(=O)O)(F)F.NC(C(=O)N1C(C2CC2C1)C(=O)N)C1C2CC3CC(CC1C3)(C2)O (3-[2-Amino-2-(5-hydroxy-adamantan-2-yl)-acetyl]-3-aza-bicyclo[3.1.0]hexane-2-carboxylic acid amide trifluoro acetic acid), formula 35, C(C)(C)(C)OC(=O)NC(C(=O)N1C(CCC1)C(=O)O)C(C)C (1-(2-tert-Butoxycarbonylamino-3-methyl-butyryl)-pyrrolidine-2-carboxylic acid), C(C)(C)(C)OC(=O)NC(C(=O)N1C(CCC1)C(=O)O)C(C)C (1-(2-tert-Butoxycarbonylamino-3-methyl-butyryl)-pyrrolidine-2-carboxylic acid), CCN(C(C)C)C(C)C (DIPEA). Solvent: C1CCOC1 (THF). Conditions: time 10 minute. The product is C(C)(C)(C)OC(NC(C(C)C)C(=O)N1C(CCC1)C(NC(C(=O)N1C(C2CC2C1)C(N)=O)C1C2CC3CC(CC1C3)(C2)O)=O)=O ((1-{2-[2-(2-Carbamoyl-3-aza-bicyclo[3.1.0]hex-3-yl)-1-(5-hydroxy-adamantan-2-yl)-2-oxo-ethylcarbamoyl]-pyrrolidine-1-carbonyl}-2-methyl-propyl)-carbamic acid tert-butyl ester). As a reaction SMILES: FC(F)(F)C(O)=O.[NH2:8][CH:9]([CH:21]1[CH:28]2[CH2:29][CH:24]3[CH2:25][C:26]([OH:31])([CH2:30][CH:22]1[CH2:23]3)[CH2:27]2)[C:10]([N:12]1[CH2:17][CH:16]2[CH:14]([CH2:15]2)[CH:13]1[C:18]([NH2:20])=[O:19])=[O:11].[C:32]([O:36][C:37]([NH:39][CH:40]([CH:51]([CH3:53])[CH3:52])[C:41]([N:43]1[CH2:47][CH2:46][CH2:45][CH:44]1[C:48](O)=[O:49])=[O:42])=[O:38])([CH3:35])([CH3:34])[CH3:33].CCN(C(C)C)C(C)C.CCN=C=NCCCN(C)C.Cl>C1COCC1>[C:32]([O:36][C:37](=[O:38])[NH:39][CH:40]([C:41]([N:43]1[CH2:47][CH2:46][CH2:45][CH:44]1[C:48](=[O:49])[NH:8][CH:9]([CH:21]1[CH:22]2[CH2:23][CH:24]3[CH2:25][C:26]([OH:31])([CH2:27][CH:28]1[CH2:29]3)[CH2:30]2)[C:10]([N:12]1[CH2:17][CH:16]2[CH:14]([CH2:15]2)[CH:13]1[C:18](=[O:19])[NH2:20])=[O:11])=[O:42])[CH:51]([CH3:53])[CH3:52])([CH3:33])([CH3:34])[CH3:35] |f:0.1,4.5|. Procedure: To the stirred solution 1.7 gm (0.00380 moles) of 3-[2-Amino-2-(5-hydroxy-adamantan-2-yl)-acetyl]-3-aza-bicyclo[3.1.0]hexane-2-carboxylic acid amide trifluoro acetic acid of formula 35 and 1.19 gm (0.00380 moles) of 1-(2-tert-Butoxycarbonylamino-3-methyl-butyryl)-pyrrolidine-2-carboxylic acid (Formula 26) in THF was added into HoBT (0.6 gm) and DIPEA (1.3 ml) at room temperature and stirred for 10 minutes. To this stirred solution EDC.HCl (0.94 gm) and DIPEA (1.10 ml) were added at 0° C. and the... Starting materials: BrN1C(CCC1=O)=O (N-bromosuccinimide), C(C1=CC=CC=C1)(=O)OOC(C1=CC=CC=C1)=O (benzoyl peroxide), CC=1C=CC(=NC1)C(=O)OC (methyl 5-methylpicolinate). Run in C(Cl)(Cl)(Cl)Cl (carbon tetrachloride). The product is BrCC=1C=CC(=NC1)C(=O)OC (Methyl 5-(bromomethyl)picolinate). As a reaction SMILES: [CH3:1][C:2]1[CH:3]=[CH:4][C:5]([C:8]([O:10][CH3:11])=[O:9])=[N:6][CH:7]=1.[Br:12]N1C(=O)CCC1=O.C(OOC(=O)C1C=CC=CC=1)(=O)C1C=CC=CC=1>C(Cl)(Cl)(Cl)Cl>[Br:12][CH2:1][C:2]1[CH:3]=[CH:4][C:5]([C:8]([O:10][CH3:11])=[O:9])=[N:6][CH:7]=1. Reported procedure: To a mixture of methyl 5-methylpicolinate (1.25 g; 8.27 mmol) in carbon tetrachloride (45 mL) was added N-bromosuccinimide (1.78 g, 9.92 mmol) and benzoyl peroxide (0.205 g; 0.827 mmol). The mixture was refluxed for 18 hours and the resulting suspension was concentrated under reduced pressure. The residue was purified by flash chromatography on silica gel (eluent 0 to 8% ethyl acetate in dichloromethane) to 0.450 g (24%) of methyl 5-(bromomethyl)picolinate as a beige solid. Yields the product FC1=CC=C(C=C1)N1C(=O)C(=O)C2=CC(=CC=C12)F (1-(4-Fluorophenyl)-5-fluoroisatin). Procedure details: Oxalyl chloride (9.62 ml, 0.11 mole) was dissolved in 45 ml CH2Cl2. A solution of di-(4-fluorophenyl)amine (19.7 g, 0.096 mole) in 145 ml CH2Cl2 was added over 15 minutes; the temperature rose from 23° to 28°. After stirring 1 hour, AlCl3 (40.8 g) was added portionwise over 15 minutes; the temperature rose from 20° to 30°, and was kept less than 30° by cooling.. After stirring for 10 minutes, the reaction mixture was added to 250 ml ethyl acetate and 500 ml ice and water (the temperature rose to... Run at time 1 hour. Run in C(Cl)Cl (CH2Cl2), C(Cl)Cl (CH2Cl2), O (water). As a reaction SMILES: [C:1](Cl)(=[O:5])[C:2](Cl)=[O:3].[F:7][C:8]1[CH:13]=[CH:12][C:11]([NH:14][C:15]2[CH:20]=[CH:19][C:18]([F:21])=[CH:17][CH:16]=2)=[CH:10][CH:9]=1.[Al+3].[Cl-].[Cl-].[Cl-].C(OCC)(=O)C>C(Cl)Cl.O>[F:7][C:8]1[CH:9]=[CH:10][C:11]([N:14]2[C:15]3[C:16](=[CH:17][C:18]([F:21])=[CH:19][CH:20]=3)[C:1](=[O:5])[C:2]2=[O:3])=[CH:12][CH:13]=1 |f:2.3.4.5|. The reactants are FC1=CC=C(C=C1)NC1=CC=C(C=C1)F (di-(4-fluorophenyl)amine), C(C(=O)Cl)(=O)Cl (Oxalyl chloride), C(C)(=O)OCC (ethyl acetate), ice, [Al+3].[Cl-].[Cl-].[Cl-] (AlCl3). Reactants: C1CCOC1, CCOC(=O)CN1CCC(C2CCN(C(=O)C(Cc3cc(Cl)c(N)c(C(F)(F)F)c3)OC(=O)N3CCC(N4CCc5cc(OC)ccc5NC4=O)CC3)CC2)CC1, CC#N, [Li+], [OH-], O. The product is COc1ccc2c(c1)CCN(C1CCN(C(=O)OC(Cc3cc(Cl)c(N)c(C(F)(F)F)c3)C(=O)N3CCC(C4CCN(CC(=O)O)CC4)CC3)CC1)C(=O)N2. As a reaction SMILES: [CH2:61]1[O:62][CH2:63][CH2:64][CH2:65]1.[CH3:3][O:4][c:5]1[cH:6][cH:7][c:8]2[c:9]([cH:59]1)[CH2:10][CH2:11][N:12]([CH:16]1[CH2:17][CH2:18][N:19]([C:22](=[O:23])[O:24][CH:25]([C:26](=[O:27])[N:28]3[CH2:29][CH2:30][CH:31]([CH:34]4[CH2:35][CH2:36][N:37]([CH2:40][C:41](=[O:42])[O:43][CH2:44][CH3:45])[CH2:38][CH2:39]4)[CH2:32][CH2:33]3)[CH2:46][c:47]3[cH:48][c:49]([Cl:58])[c:50]([NH2:57])[c:51]([C:53]([F:54])([F:55])[F:56])[cH:52]3)[CH2:20][CH2:21]1)[C:13](=[O:15])[NH:14]2.[CH3:66][C:67]#[N:68].[Li+:2].[OH-:1].[OH2:60]>>[CH3:3][O:4][c:5]1[cH:6][cH:7][c:8]2[c:9]([cH:59]1)[CH2:10][CH2:11][N:12]([CH:16]1[CH2:17][CH2:18][N:19]([C:22](=[O:23])[O:24][CH:25]([C:26](=[O:27])[N:28]3[CH2:29][CH2:30][CH:31]([CH:34]4[CH2:35][CH2:36][N:37]([CH2:40][C:41](=[O:42])[OH:43])[CH2:38][CH2:39]4)[CH2:32][CH2:33]3)[CH2:46][c:47]3[cH:48][c:49]([Cl:58])[c:50]([NH2:57])[c:51]([C:53]([F:54])([F:55])[F:56])[cH:52]3)[CH2:20][CH2:21]1)[C:13](=[O:15])[NH:14]2. The reactants are C1[C@@H](CC[C@H](C1)C(=O)O)CN (tranexamic acid), C(CCC)(=O)OCC1(CCCCC1)OC(=O)ON1C(CCC1=O)=O (1-[(2,5-dioxopyrrolidinyl)oxycarbonyloxy]cyclohexylmethyl butanoate), CC(C)(C)OC.CC(=O)C.O (MTBE acetone water). Yields the product C(CCC)(=O)OC(OC(=O)NC[C@@H]1CC[C@H](CC1)C(=O)O)C1CCCCC1 (trans-4-{[1-(Butanoyloxy)-1-cyclohexylmethoxycarbonyl]aminomethyl}-Cyclohexanecarboxylic Acid). The yield is 43.0%. As a reaction SMILES: [CH2:1]1[CH2:6][C@H:5]([C:7]([OH:9])=[O:8])[CH2:4][CH2:3][C@H:2]1[CH2:10][NH2:11].[C:12]([O:17][CH2:18][C:19]1(OC(ON2C(=O)CCC2=O)=O)[CH2:24][CH2:23][CH2:22][CH2:21][CH2:20]1)(=[O:16])[CH2:13][CH2:14][CH3:15].CC([O:40][CH3:41])(C)C.CC(C)=[O:44].O>>[C:12]([O:17][CH:18]([CH:19]1[CH2:20][CH2:21][CH2:22][CH2:23][CH2:24]1)[O:44][C:41]([NH:11][CH2:10][C@H:2]1[CH2:3][CH2:4][C@H:5]([C:7]([OH:9])=[O:8])[CH2:6][CH2:1]1)=[O:40])(=[O:16])[CH2:13][CH2:14][CH3:15] |f:2.3.4|. Procedure: Following the general nucleophilic carbamoylation procedure, tranexamic acid (472 mg, 3.0 mmol) and 1-[(2,5-dioxopyrrolidinyl)oxycarbonyloxy]cyclohexylmethyl butanoate (683 mg, 2.0 mmol) were reacted in the MTBE/acetone/water mixture (16 mL) to yield the title compound 50 (329 mg, 43% yield) as a white powder after work-up and mass-guided preparative HPLC purification. 1H NMR (400 MHz, DMSO-d6): δ=0.83-0.95 (br. m, 5H), 0.96-1.37 (br. m, 8H), 1.47-1.57 (m, 2H), 1.58-1.74 (br. m, 8H), 1.83-1.92 (... Starting materials: C[Si](C)(C)C#N, CCOC(C)=O, Cc1ccc(N)cc1, O=C(CCl)CCl. Yields the product Cc1ccc(NC(C#N)(CCl)CCl)cc1. RXN SMILES: [CH3:1][Si:2]([CH3:3])([CH3:4])[C:5]#[N:6].[CH3:21][CH2:22][O:23][C:24](=[O:25])[CH3:26].[CH3:7][c:8]1[cH:9][cH:10][c:11]([NH2:12])[cH:13][cH:14]1.[Cl:15][CH2:16][C:17](=[O:18])[CH2:19][Cl:20]>>[C:5](#[N:6])[C:17]([NH:12][c:11]1[cH:10][cH:9][c:8]([CH3:7])[cH:14][cH:13]1)([CH2:16][Cl:15])[CH2:19][Cl:20]. Reactants: Cc1cc(N2CCN(Cc3ccc(NC(=O)OC(C)(C)C)cc3)C2=O)sc1C(=O)NCc1cccnc1, ClCCl, O=C(O)C(F)(F)F. Yields the product Cc1cc(N2CCN(Cc3ccc(N)cc3)C2=O)sc1C(=O)NCc1cccnc1. As a reaction SMILES: [CH3:1][c:2]1[cH:3][c:4]([N:17]2[C:18](=[O:37])[N:19]([CH2:22][c:23]3[cH:24][cH:25][c:26]([NH:29][C:30](=[O:31])[O:32][C:33]([CH3:34])([CH3:35])[CH3:36])[cH:27][cH:28]3)[CH2:20][CH2:21]2)[s:5][c:6]1[C:7]([NH:8][CH2:9][c:10]1[cH:11][n:12][cH:13][cH:14][cH:15]1)=[O:16].[Cl:45][CH2:46][Cl:47].[OH:38][C:39]([C:40]([F:41])([F:42])[F:43])=[O:44]>>[CH3:1][c:2]1[cH:3][c:4]([N:17]2[C:18](=[O:37])[N:19]([CH2:22][c:23]3[cH:24][cH:25][c:26]([NH2:29])[cH:27][cH:28]3)[CH2:20][CH2:21]2)[s:5][c:6]1[C:7]([NH:8][CH2:9][c:10]1[cH:11][n:12][cH:13][cH:14][cH:15]1)=[O:16]. Reactants: C1CCOC1, [Li]CCCC, CCCCCC, C[Si](C)(C)Cl, CCOC(C)=O, [Cl-], [NH4+], c1cn2cncc2s1. The product is C[Si](C)(C)c1cn2cncc2s1. As a reaction SMILES: [CH2:27]1[O:28][CH2:29][CH2:30][CH2:31]1.[CH2:7]([Li:8])[CH2:9][CH2:10][CH3:11].[CH3:1][CH2:2][CH2:3][CH2:4][CH2:5][CH3:6].[CH3:20][Si:21]([CH3:22])([CH3:23])[Cl:24].[CH3:32][CH2:33][O:34][C:35](=[O:36])[CH3:37].[Cl-:25].[NH4+:26].[s:12]1[c:13]2[n:14]([cH:15][cH:16]1)[cH:17][n:18][cH:19]2>>[s:12]1[c:13]2[n:14]([cH:15][c:16]1[Si:21]([CH3:20])([CH3:22])[CH3:23])[cH:17][n:18][cH:19]2.